This data is from the Open Reaction Database (ORD), a public repository of structured organic reaction records. The task is: describe an organic reaction: reactants, conditions, products, and yield Starting materials: FC(C1=CC(=NC=2N1N=CC2C#C)C2=CC=C(C=C2)C(F)(F)F)F (7-Difluoromethyl-3-ethynyl-5-(4-trifluoromethyl-phenyl)-pyrazolo[1,5-a]pyrimidine), BrC=1C(=CC(=C(C1)S(=O)(=O)NCCO)F)F (5-Bromo-2,4-difluoro-N-(2-hydroxy-ethyl)-benzenesulfonamide). Yields the product FC(C1=CC(=NC=2N1N=CC2C#CC=2C(=CC(=C(C2)S(=O)(=O)NCCO)F)F)C2=CC=C(C=C2)C(F)(F)F)F (5-[7-Difluoromethyl-5-(4-trifluoromethyl-phenyl)-pyrazolo[1,5-a]pyrimidin-3-ylethynyl]-2,4-difluoro-N-(2-hydroxy-ethyl)-benzenesulfonamide), solid. The yield is 17.0%. RXN SMILES: [F:1][CH:2]([F:24])[C:3]1[N:8]2[N:9]=[CH:10][C:11]([C:12]#[CH:13])=[C:7]2[N:6]=[C:5]([C:14]2[CH:19]=[CH:18][C:17]([C:20]([F:23])([F:22])[F:21])=[CH:16][CH:15]=2)[CH:4]=1.Br[C:26]1[C:27]([F:40])=[CH:28][C:29]([F:39])=[C:30]([S:32]([NH:35][CH2:36][CH2:37][OH:38])(=[O:34])=[O:33])[CH:31]=1>>[F:24][CH:2]([F:1])[C:3]1[N:8]2[N:9]=[CH:10][C:11]([C:12]#[C:13][C:26]3[C:27]([F:40])=[CH:28][C:29]([F:39])=[C:30]([S:32]([NH:35][CH2:36][CH2:37][OH:38])(=[O:34])=[O:33])[CH:31]=3)=[C:7]2[N:6]=[C:5]([C:14]2[CH:19]=[CH:18][C:17]([C:20]([F:23])([F:22])[F:21])=[CH:16][CH:15]=2)[CH:4]=1. Procedure details: The title compound was prepared from 7-Difluoromethyl-3-ethynyl-5-(4-trifluoromethyl-phenyl)-pyrazolo[1,5-a]pyrimidine (example C.2) (337 mg, 1.0 mmol) and 5-bromo-2,4-difluoro-N-(2-hydroxy-ethyl)-benzenesulfonamide (example B.37) (411 mg, 1.0 mmol) according to general procedure II. Obtained as a yellow solid (100 mg, 17%). MS (ISP) 573.1 [(M+H)+]; mp 149-150° C. Starting materials: C1(=CC=CC=C1)C(NCCSC(=O)OC1=CC=C(C=C1)[N+](=O)[O-])(C1=CC=CC=C1)C1=CC=CC=C1 (N-triphenylmethyl-2-paranitrophenoxycarbonylthioethylamine), C(C)(CC)N (sec-butylamine). Product: C(C)(CC)NC(=O)SCCN (2-sec-butylaminocarbonylthioethylamine). RXN SMILES: C1(C(C2C=CC=CC=2)(C2C=CC=CC=2)[NH:8][CH2:9][CH2:10][S:11][C:12]([O:14]C2C=CC([N+]([O-])=O)=CC=2)=O)C=CC=CC=1.[CH:36]([NH2:40])([CH2:38][CH3:39])[CH3:37]>>[CH:36]([NH:40][C:12]([S:11][CH2:10][CH2:9][NH2:8])=[O:14])([CH2:38][CH3:39])[CH3:37]. Procedure: N-triphenylmethyl-2-paranitrophenoxycarbonylthioethylamine (300 mg) and sec-butylamine (188 μl) were subjected to similar reactions to those described in References 2 and 4 to give 2-sec-butylaminocarbonylthioethylamine (crude formate: 227 mg). The product was dissolved in anhydrous methanol (5 ml). Triethylamine (342 μl) and mitomycin A (137 mg: 0.8 molar equivalent) were added to the reaction solution which was then treated in a similar manner to that described in Example 1 to obtain Compound ... Reactants: C(C)(C)N(C(C)C)CC (N,N-diisopropylethylamine), ice water, S1C(=CC2=C1C=CC=C2)C(=O)NC2(CCCCC2)C(=O)N[C@@H](CCSC)CO (N-[[1-[(2-benzothienylcarbonyl)amino]cyclohexyl]carbonyl]-L-methioninol). Solvent: CS(=O)C (dimethyl sulfoxide), C(Cl)Cl (methylene chloride). Run at time 15 minute. The product is S1C(=CC2=C1C=CC=C2)C(=O)NC2(CCCCC2)C(=O)N[C@@H](CCSC)C=O (N-[[1-[(2-Benzothienylcarbonyl)amino]cyclohexyl]carbonyl]-L-methioninal). Reaction SMILES: C(N(CC)C(C)C)(C)C.[S:10]1[C:14]2[CH:15]=[CH:16][CH:17]=[CH:18][C:13]=2[CH:12]=[C:11]1[C:19]([NH:21][C:22]1([C:28]([NH:30][C@H:31]([CH2:36][OH:37])[CH2:32][CH2:33][S:34][CH3:35])=[O:29])[CH2:27][CH2:26][CH2:25][CH2:24][CH2:23]1)=[O:20]>CS(C)=O.C(Cl)Cl>[S:10]1[C:14]2[CH:15]=[CH:16][CH:17]=[CH:18][C:13]=2[CH:12]=[C:11]1[C:19]([NH:21][C:22]1([C:28]([NH:30][C@H:31]([CH:36]=[O:37])[CH2:32][CH2:33][S:34][CH3:35])=[O:29])[CH2:27][CH2:26][CH2:25][CH2:24][CH2:23]1)=[O:20]. Reported procedure: Under an argon gas atmosphere, 245 mg (1.9 mmol) of N,N-diisopropylethylamine was added dropwise to a solution of 297 mg (1.9 mmol) of sulfur trioxide-pyridine complex in 10 ml of dimethyl sulfoxide and 5 ml of anhydrous methylene chloride under ice-cooling, and the mixture was stirred for 15 minutes. Further, under ice-cooling, 100 mg (0.23 mmol) of N-[[1-[(2-benzothienylcarbonyl)amino]cyclohexyl]carbonyl]-L-methioninol was added to the reaction solution, and the mixture was stirred at the same... Starting materials: COC(C(C=1N(C(C2=CC=CC=C2C1C1=CC(=C(C(=C1)C)OC)C)=O)C)OC(C)(C)C)=O (tert-Butoxy-[4-(4-methoxy-3,5-dimethyl-phenyl)-2-methyl-1-oxo-1,2-dihydro-isoquinolin-3-yl]-acetic acid methyl ester), [Li+].[OH-] (LiOH). The solvent is C1CCOC1 (THF). Conditions: temperature 60 celsius, time 8 hour. Yields the product C(C)(C)(C)OC(C(=O)O)C=1N(C(C2=CC=CC=C2C1C1=CC(=C(C(=C1)C)OC)C)=O)C (tert-Butoxy-[4-(4-methoxy-3,5-dimethyl-phenyl)-2-methyl-1-oxo-1,2-dihydro-isoquinolin-3-yl]-acetic acid). Isolated yield 58.0%. RXN SMILES: C[O:2][C:3](=[O:32])[CH:4]([O:27][C:28]([CH3:31])([CH3:30])[CH3:29])[C:5]1[N:6]([CH3:26])[C:7](=[O:25])[C:8]2[C:13]([C:14]=1[C:15]1[CH:20]=[C:19]([CH3:21])[C:18]([O:22][CH3:23])=[C:17]([CH3:24])[CH:16]=1)=[CH:12][CH:11]=[CH:10][CH:9]=2.[Li+].[OH-]>C1COCC1>[C:28]([O:27][CH:4]([C:5]1[N:6]([CH3:26])[C:7](=[O:25])[C:8]2[C:13]([C:14]=1[C:15]1[CH:20]=[C:19]([CH3:21])[C:18]([O:22][CH3:23])=[C:17]([CH3:24])[CH:16]=1)=[CH:12][CH:11]=[CH:10][CH:9]=2)[C:3]([OH:32])=[O:2])([CH3:31])([CH3:30])[CH3:29] |f:1.2|. Procedure details: To a solution of tert-Butoxy-[4-(4-methoxy-3,5-dimethyl-phenyl)-2-methyl-1-oxo-1,2-dihydro-isoquinolin-3-yl]-acetic acid methyl ester (130 mg, 0.3 mmol) in THF (3.0 ml) was added an aqueous LiOH (1N, 1.22 ml). The mixture was stirred at 60° C. overnight. LCMS showed SM was consumed, cooled to RT, removed the solvent, added water, extracted with EA to remove impurity, the aqueous layer was adjusted to pH=6 with 1N HCl, extracted with EA, the organic layer was washed with water and brine, dried ov... The reactants are NCc1ccccc1, CN1CCCC1=O, Cc1n[nH]c2ccc(-c3cnc(I)o3)cc12. The product is Cc1n[nH]c2ccc(-c3cnc(NCc4ccccc4)o3)cc12. RXN SMILES: [CH2:17]([c:18]1[cH:19][cH:20][cH:21][cH:22][cH:23]1)[NH2:24].[CH3:25][N:26]1[CH2:27][CH2:28][CH2:29][C:30]1=[O:31].[I:1][c:2]1[o:3][c:4](-[c:7]2[cH:8][c:9]3[c:10]([CH3:16])[n:11][nH:12][c:13]3[cH:14][cH:15]2)[cH:5][n:6]1>>[c:2]1([NH:24][CH2:17][c:18]2[cH:19][cH:20][cH:21][cH:22][cH:23]2)[o:3][c:4](-[c:7]2[cH:8][c:9]3[c:10]([CH3:16])[n:11][nH:12][c:13]3[cH:14][cH:15]2)[cH:5][n:6]1. Starting materials: C(C)(C)(C)C1=NN=C(S1)N=C=O (5-t-Butyl-1,3,4-thiadiazol-2-yl isocyanate), dimethyl acetal, C(C=C)NC(C=O)COC (2-allylamino-3-methoxypropionaldehyde). Solvent: C1=CC=CC=C1 (benzene), C1=CC=CC=C1 (benzene). The product is dimethyl acetal, C(C=C)N(C(=O)NC=1SC(=NN1)C(C)(C)C)C(C=O)COC (2-[1-allyl-3-(5-t-butyl-1,3,4-thiadiazol-2-yl)ureido]-3-methoxypropionaldehyde). As a reaction SMILES: [C:1]([C:5]1[S:9][C:8]([N:10]=[C:11]=[O:12])=[N:7][N:6]=1)([CH3:4])([CH3:3])[CH3:2].[CH2:13]([NH:16][CH:17]([CH2:20][O:21][CH3:22])[CH:18]=[O:19])[CH:14]=[CH2:15]>C1C=CC=CC=1>[CH2:13]([N:16]([CH:17]([CH2:20][O:21][CH3:22])[CH:18]=[O:19])[C:11]([NH:10][C:8]1[S:9][C:5]([C:1]([CH3:4])([CH3:2])[CH3:3])=[N:6][N:7]=1)=[O:12])[CH:14]=[CH2:15]. Procedure: 5-t-Butyl-1,3,4-thiadiazol-2-yl isocyanate dimer (0.05 mole), the dimethyl acetal of 2-allylamino-3-methoxypropionaldehyde (0.1 mole) and benzene (60 ml) are charged into a glass reaction vessel equipped with a mechanical stirrer, thermometer and reflux condenser. The reaction mixture is heated at reflux for a period of about 30 minutes. After this time the mixture is stripped of benzene under reduced pressure to yield a solid product as the residue. This residue is then recrystallized to yield ...